From a dataset of the Open Reaction Database (ORD), a public repository of structured organic reaction records. describe an organic reaction: reactants, conditions, products, and yield Starting materials: O1CC(C1)O (oxetan-3-ol), [H-].[Na+] (sodium hydride), oil, ClC1=NC=CC(=N1)Cl (2,4-dichloropyrimidine). Run in O1CCCC1 (tetrahydrofuran), CN(C=O)C (N,N-dimethylformamide), C(C)(=O)OCC (ethyl acetate), O1CCCC1 (tetrahydrofuran), CN(C)C=O (N,N′-dimethylformamide). Conditions: time 30 minute. The product is ClC1=NC=CC(=N1)OC1COC1 (2-chloro-4-(oxetan-3-yloxy)pyrimidine). Yield: 36.3%. RXN SMILES: [O:1]1[CH2:4][CH:3]([OH:5])[CH2:2]1.[H-].[Na+].[Cl:8][C:9]1[N:14]=[C:13](Cl)[CH:12]=[CH:11][N:10]=1>O1CCCC1.CN(C)C=O.C(OCC)(=O)C>[Cl:8][C:9]1[N:14]=[C:13]([O:5][CH:3]2[CH2:4][O:1][CH2:2]2)[CH:12]=[CH:11][N:10]=1 |f:1.2|. Procedure details: To a suspension of oxetan-3-ol (100 mg, 1.35 mmol) in tetrahydrofuran (1 mL) and N,N-dimethylformamide (1 mL) was added 60% sodium hydride in mineral oil (81 mg, 2.03 mmol). The mixture was stirred for 30 minutes at room temperature. The reaction was then cooled to 0° C. and a solution of 2,4-dichloropyrimidine (300 mg, 2.03 mmol) in tetrahydrofuran (1 mL) and N,N′-dimethylformamide (1 mL) was added. The mixture was warmed to room temperature and stirred for 24 h. The reaction was then diluted w...